Dataset: the Open Reaction Database (ORD), a public repository of structured organic reaction records. Task: describe an organic reaction: reactants, conditions, products, and yield Starting materials: NC=1C=C(C=CC1)B(O)O (3-aminophenylboronic acid), C(=S)(Cl)Cl (thiophosgene). The solvent is CC(=O)C (acetone), C(Cl)(Cl)Cl (chloroform). Run at temperature 0 celsius, time 12 hour. Yields the product N(=C=S)C=1C=C(C=CC1)B(O)O (m-Isothiocyanatophenylboronic Acid). RXN SMILES: [NH2:1][C:2]1[CH:3]=[C:4]([B:8]([OH:10])[OH:9])[CH:5]=[CH:6][CH:7]=1.[C:11](Cl)(Cl)=[S:12]>CC(C)=O.C(Cl)(Cl)Cl>[N:1]([C:2]1[CH:3]=[C:4]([B:8]([OH:10])[OH:9])[CH:5]=[CH:6][CH:7]=1)=[C:11]=[S:12]. Procedure details: To a cooled (0° C.) solution of 3-aminophenylboronic acid (2.24 g, 0.013 mol) in acetone (5 ml) was added dropwise a solution of thiophosgene (1 ml, 0.013 mol) in chloroform (5 ml) over a period of 0.5 hour. The reaction mixture was stirred at 0° C. for 1 hour and at room temperature for 12 hours. The solvent was evaporated on a rotary evaporator and the residue was triturated with ether and filtered to remove the triethylamine hydrochloride. The ether solution was evaporated to a brown oil. Thi... Reactants: ClC(C=1C=C2CNC(NC2=CC1)=O)C1=CC=CC=C1 (6-(chlorophenylmethyl)-3,4-dihydro-2(1H)-quinazolinone), N1C=NC=C1 (1H-imidazole), C(C)#N (acetonitrile). Solvent: CS(=O)C (dimethyl sulfoxide). Reaction conditions: time 4 hour. Yields the product N1(C=NC=C1)C(C=1C=C2CNC(NC2=CC1)=O)C1=CC=CC=C1 (3,4-dihydro-6-[(1H-imidazol-1-yl)phenylmethyl]-2(1H)-quinazolinone). Yield: 58.1%. Reaction SMILES: Cl[CH:2]([C:14]1[CH:19]=[CH:18][CH:17]=[CH:16][CH:15]=1)[C:3]1[CH:4]=[C:5]2[C:10](=[CH:11][CH:12]=1)[NH:9][C:8](=[O:13])[NH:7][CH2:6]2.[NH:20]1[CH:24]=[CH:23][N:22]=[CH:21]1.C(#N)C>CS(C)=O>[N:20]1([CH:2]([C:14]2[CH:19]=[CH:18][CH:17]=[CH:16][CH:15]=2)[C:3]2[CH:4]=[C:5]3[C:10](=[CH:11][CH:12]=2)[NH:9][C:8](=[O:13])[NH:7][CH2:6]3)[CH:24]=[CH:23][N:22]=[CH:21]1. Reported procedure: A mixture of 3.6 parts of 6-(chlorophenylmethyl)-3,4-dihydro-2(1H)-quinazolinone, 5.3 parts of 1H-imidazole, 60 parts of acetonitrile and 27.5 parts of dimethyl sulfoxide was stirred for 4 hours at reflux temperature. After concentration, the residue was washed twice with water, dissolved in a mixture of trichloromethane and methanol (90:10 by volume), dried, filtered and evaporated. The residue was purified by column chromatography over silica gel using a mixture of trichloromethane and methano... RXN SMILES: [C:1]([O:6][C@@H:7]1[C@@H:15]([CH2:16]Br)[C:14](=[O:18])[O:13][CH2:12][C@H:11]([NH:19][C:20]([O:22][C:23]([CH3:26])([CH3:25])[CH3:24])=[O:21])[C:10](=[O:27])[O:9][C@H:8]1[CH3:28])(=[O:5])[CH:2]([CH3:4])[CH3:3].CCCC[SnH](CCCC)CCCC>C1C=CC=CC=1.CC(N=NC(C#N)(C)C)(C#N)C>[C:1]([O:6][C@@H:7]1[C@@H:15]([CH3:16])[C:14](=[O:18])[O:13][CH2:12][C@H:11]([NH:19][C:20]([O:22][C:23]([CH3:25])([CH3:24])[CH3:26])=[O:21])[C:10](=[O:27])[O:9][C@H:8]1[CH3:28])(=[O:5])[CH:2]([CH3:4])[CH3:3]. The reactants are C(C(C)C)(=O)O[C@H]1[C@@H](OC([C@H](COC([C@@H]1CBr)=O)NC(=O)OC(C)(C)C)=O)C ((3S,6S,7R,8R)-8-(bromomethyl)-3-(tert-butoxycarbonylamino)-6-methyl-4,9-dioxo-1,5-dioxonan-7-yl isobutyrate), CCCC[SnH](CCCC)CCCC (Bu3SnH). Yields the product C(C(C)C)(=O)O[C@H]1[C@@H](OC([C@H](COC([C@@H]1C)=O)NC(=O)OC(C)(C)C)=O)C ((3S,6S,7R,8R)-3-(tert-butoxycarbonylamino)-6,8-dimethyl-4,9-dioxo-1,5-dioxonan-7-yl isobutyrate). Reagents/catalysts: CC(C)(C#N)N=NC(C)(C)C#N (AIBN). The solvent is C1=CC=CC=C1 (benzene). Run at time 1 hour. Procedure: To a solution of (3S,6S,7R,8R)-8-(bromomethyl)-3-(tert-butoxycarbonylamino)-6-methyl-4,9-dioxo-1,5-dioxonan-7-yl isobutyrate (238 mg, 0.51 mmol) in benzene (3 mL) was added Bu3SnH (178 mg, 0.61 mmol) and AIBN (2 mg) at room temperature (about 22° C.). The reaction solution was heated to reflux, stirred for 1 hr, and the solution was cooled to room temperature. The solvent was removed under vacuum and the residue was purified via column chromatography (SiO2, hexanes/EtOAc gradient) to afford the ... Yield: 93.6%. Starting materials: CC(=O)OCC(=O)C1(O)C(C)CC2C3CCC4=CC(=O)C=CC4(C)C3(F)C(O[Si](C)(C)C)CC21C, CCN=C=O, Cc1ccccc1. The product is CCNC(=O)OC1(C(=O)COC(C)=O)C(C)CC2C3CCC4=CC(=O)C=CC4(C)C3(F)C(O[Si](C)(C)C)CC21C. RXN SMILES: [C:1]([CH3:2])(=[O:3])[O:4][CH2:5][C:6]([C:7]1([OH:34])[CH:8]([CH3:33])[CH2:9][CH:10]2[CH:11]3[CH2:12][CH2:13][C:14]4=[CH:15][C:16](=[O:32])[CH:17]=[CH:18][C:19]4([CH3:20])[C:21]3([F:31])[CH:22]([O:26][Si:27]([CH3:28])([CH3:29])[CH3:30])[CH2:23][C:24]12[CH3:25])=[O:35].[CH2:36]([CH3:37])[N:38]=[C:39]=[O:40].[CH3:41][c:42]1[cH:43][cH:44][cH:45][cH:46][cH:47]1>>[C:1]([CH3:2])(=[O:3])[O:4][CH2:5][C:6]([C:7]1([O:34][C:39]([NH:38][CH2:36][CH3:37])=[O:40])[CH:8]([CH3:33])[CH2:9][CH:10]2[CH:11]3[CH2:12][CH2:13][C:14]4=[CH:15][C:16](=[O:32])[CH:17]=[CH:18][C:19]4([CH3:20])[C:21]3([F:31])[CH:22]([O:26][Si:27]([CH3:28])([CH3:29])[CH3:30])[CH2:23][C:24]12[CH3:25])=[O:35]. Starting materials: O.Cl.Cl.ClC1=CC=C(CN2CCN(CC2)CCCNC(=O)NC2=CC=C(C=C2)C#N)C=C1 (1-{3-[4-(4-chlorobenzyl)piperazin-1-yl]-propyl}-3-(4-cyanophenyl)urea dihydrochloride monohydrate), Cl (hydrochloric acid), [OH-].[K+] (potassium hydroxide). Run in C(C)(=O)O (acetic acid). Yields the product Cl.Cl.ClC1=CC=C(CN2CCN(CC2)CCCNC(=O)NC2=CC=C(C=C2)C(N)=O)C=C1 (1-{3-[4-(4-Chlorobenzyl)piperazin-1-yl]propyl}-3-(4-carbamylphenyl)urea dihydrochloride). The yield is 70.8%. RXN SMILES: [OH2:1].[ClH:2].Cl.[Cl:4][C:5]1[CH:32]=[CH:31][C:8]([CH2:9][N:10]2[CH2:15][CH2:14][N:13]([CH2:16][CH2:17][CH2:18][NH:19][C:20]([NH:22][C:23]3[CH:28]=[CH:27][C:26]([C:29]#[N:30])=[CH:25][CH:24]=3)=[O:21])[CH2:12][CH2:11]2)=[CH:7][CH:6]=1.Cl.[OH-].[K+]>C(O)(=O)C>[ClH:4].[ClH:2].[Cl:4][C:5]1[CH:6]=[CH:7][C:8]([CH2:9][N:10]2[CH2:11][CH2:12][N:13]([CH2:16][CH2:17][CH2:18][NH:19][C:20]([NH:22][C:23]3[CH:24]=[CH:25][C:26]([C:29](=[O:1])[NH2:30])=[CH:27][CH:28]=3)=[O:21])[CH2:14][CH2:15]2)=[CH:31][CH:32]=1 |f:0.1.2.3,5.6,8.9.10|. Procedure: A solution of 1-{3-[4-(4-chlorobenzyl)piperazin-1-yl]-propyl}-3-(4-cyanophenyl)urea dihydrochloride monohydrate (10.0 g; 19.9 mmole), glacial acetic acid (120 ml), and concentrated hydrochloric acid (80 ml) was heated at 80° C. for 30 minutes. The mixture was then poured over ice, and basified with aqueous potassium hydroxide. The product was extracted with methylene chloride, dried (sodium sulfate), and the salt precipitated out ethereal hydrochloric acid. Several recrystallizations from ethano... Reactants: O1CC12CCOCC2 (1,6-dioxaspiro[2.5]octane), C(C1=CC=CC=C1)N1[C@H](CN[C@@H](C1)C)C ((2S,5R)-1-benzyl-2,5-dimethylpiperazine). Solvent: CO (MeOH). Reaction conditions: temperature 150 celsius. The product is C(C1=CC=CC=C1)N1C[C@H](N(C[C@@H]1C)CC1(CCOCC1)O)C (4-{[(2R,5S)-4-benzyl-2,5-dimethylpiperazin-1-yl]methyl}tetrahydro-2H-pyran-4-ol). As a reaction SMILES: [O:1]1[C:3]2([CH2:8][CH2:7][O:6][CH2:5][CH2:4]2)[CH2:2]1.[CH2:9]([N:16]1[CH2:21][C@@H:20]([CH3:22])[NH:19][CH2:18][C@@H:17]1[CH3:23])[C:10]1[CH:15]=[CH:14][CH:13]=[CH:12][CH:11]=1>CO>[CH2:9]([N:16]1[C@@H:17]([CH3:23])[CH2:18][N:19]([CH2:2][C:3]2([OH:1])[CH2:8][CH2:7][O:6][CH2:5][CH2:4]2)[C@H:20]([CH3:22])[CH2:21]1)[C:10]1[CH:11]=[CH:12][CH:13]=[CH:14][CH:15]=1. Procedure details: To a microwave vial was added 1,6-dioxaspiro[2.5]octane (259 mg, 2.3 mmol), (2S,5R)-1-benzyl-2,5-dimethylpiperazine (464 mg, 2.3 mmol) and 5 mL of MeOH. The vial was heated to 150° C. for 2 h in the microwave. The crude reaction was concentrated to provide intermediate H1(ii) (723 mg, 100%) 1H NMR (300 MHz, CHLOROFORM-d) δ ppm 0.92 (d, J=6.22 Hz, 3H), 1.13 (d, J=5.84 Hz, 3H), 1.35-1.45 (m, 1H), 1.46-1.68 (m, 4H), 1.83 (dd, J=11.30, 9.80 Hz, 1H), 2.12 (d, J=13.94 Hz, 1H), 2.36-2.53 (m, 3H), 2.60-... Reactants: OC1=C(C(N(C2=NC=CC=C12)CCC(C)C)=O)C1=NS(C2=C(N1)C=CC(=C2)NS(=O)(=O)NC=2C=C(C(=O)OCC)C=CC2)(=O)=O (ethyl 3-[({[3-(4-hydroxy-1-isopentyl-2-oxo-1,2-dihydro[1,8]naphthyridin-3-yl)-1,1-dioxido-4H-1,2,4-benzothiadiazin-7-yl]amino}sulfonyl)amino]benzoate), [OH-].[NH4+] (ammonium hydroxide). The product is OC1=C(C(N(C2=NC=CC=C12)CCC(C)C)=O)C1=NS(C2=C(N1)C=CC(=C2)NS(=O)(=O)NC=2C=C(C(=O)N)C=CC2)(=O)=O (3-[({[3-(4-hydroxy-1-isopentyl-2-oxo-1,2-dihydro[1,8]naphthyridin-3-yl)-1,1-dioxido-4H-1,2,4-benzothiadiazin-7-yl]amino}sulfonyl)amino]benzamide). Reaction SMILES: [OH:1][C:2]1[C:11]2[C:6](=[N:7][CH:8]=[CH:9][CH:10]=2)[N:5]([CH2:12][CH2:13][CH:14]([CH3:16])[CH3:15])[C:4](=[O:17])[C:3]=1[C:18]1[NH:23][C:22]2[CH:24]=[CH:25][C:26]([NH:28][S:29]([NH:32][C:33]3[CH:34]=[C:35]([CH:41]=[CH:42][CH:43]=3)[C:36](OCC)=[O:37])(=[O:31])=[O:30])=[CH:27][C:21]=2[S:20](=[O:45])(=[O:44])[N:19]=1.[OH-].[NH4+:47]>>[OH:1][C:2]1[C:11]2[C:6](=[N:7][CH:8]=[CH:9][CH:10]=2)[N:5]([CH2:12][CH2:13][CH:14]([CH3:16])[CH3:15])[C:4](=[O:17])[C:3]=1[C:18]1[NH:23][C:22]2[CH:24]=[CH:25][C:26]([NH:28][S:29]([NH:32][C:33]3[CH:34]=[C:35]([CH:41]=[CH:42][CH:43]=3)[C:36]([NH2:47])=[O:37])(=[O:31])=[O:30])=[CH:27][C:21]=2[S:20](=[O:45])(=[O:44])[N:19]=1 |f:1.2|. Reported procedure: A solution of the product of Example 454 (7.6 mg, 0.012 mmol) in 1 mL of ammonium hydroxide was stirred at 25° C. for 17 hours. The solvent was evaporated under a stream of warm nitrogen to provide the title compound (7.4 mg). 1H NMR (300 MHz, DMSO-d6) δ 0.96 (d, J=6.62 Hz, 6 H) 1.47 (m, 2 H) 1.64 (m, 1 H) 4.30 (m, 2 H) 7.14 (m, 1H) 7.28 (m, 6 H) 7.43 (s, 1 H) 7.49 (d, J=7.72 Hz, 1 H) 7.66 (s, 1 H) 7.87 (s, 1 H) 8.36 (dd, J=7.54, 1.65 Hz, 1 H) 8.54 (s, 1 H) 10.45 (bs, 1 H) 10.51 (bs, 1 H) 15.89 ...